This data is from the Open Reaction Database (ORD), a public repository of structured organic reaction records. The task is: describe an organic reaction: reactants, conditions, products, and yield The reactants are CC(=O)Nc1cccc(-c2ccc3nnc(C)n3n2)c1, CN(C)C=O, CI, [H-], [Na+], O. The product is CC(=O)N(C)c1cccc(-c2ccc3nnc(C)n3n2)c1. Reaction SMILES: [CH3:1][c:2]1[n:3][n:4][c:5]2[n:6]1[n:7][c:8](-[c:11]1[cH:12][c:13]([NH:17][C:18]([CH3:19])=[O:20])[cH:14][cH:15][cH:16]1)[cH:9][cH:10]2.[CH3:21][N:22]([CH3:23])[CH:24]=[O:25].[CH3:28][I:29].[H-:26].[Na+:27].[OH2:30]>>[CH3:1][c:2]1[n:3][n:4][c:5]2[n:6]1[n:7][c:8](-[c:11]1[cH:12][c:13]([N:17]([C:18]([CH3:19])=[O:20])[CH3:21])[cH:14][cH:15][cH:16]1)[cH:9][cH:10]2.